This data is from the Open Reaction Database (ORD), a public repository of structured organic reaction records. The task is: describe an organic reaction: reactants, conditions, products, and yield Product: C1(CCCCCC1)C(=O)C1=CC=C(C=C1)O (4-Hydroxyphenyl cycloheptyl ketone). The solvent is ClCCl (dichloromethane). RXN SMILES: [CH:1]1([C:8]([C:10]2[CH:15]=[CH:14][C:13]([O:16]C)=[CH:12][CH:11]=2)=[O:9])[CH2:7][CH2:6][CH2:5][CH2:4][CH2:3][CH2:2]1.B(Br)(Br)Br>ClCCl>[CH:1]1([C:8]([C:10]2[CH:15]=[CH:14][C:13]([OH:16])=[CH:12][CH:11]=2)=[O:9])[CH2:2][CH2:3][CH2:4][CH2:5][CH2:6][CH2:7]1. The reactants are C1(CCCCCC1)C(=O)C1=CC=C(C=C1)OC (4-Methoxyphenyl cycloheptyl ketone), solution, B(Br)(Br)Br (boron tribromide). Procedure details: The title compound is prepared in analogy to the procedure of Example II from 53.2 g (0.229 mol) of the compound from Example XI and 458 ml of a 1M solution of boron tribromide (0.458 mol) in dichloromethane. The reactants are CCCCCCCCCCCCCCOc1ccc(CC(=O)O)cc1, O=S(Cl)Cl, c1ccccc1. Reaction SMILES: [CH2:1]([CH2:2][CH2:3][CH2:4][CH2:5][CH2:6][CH2:7][CH2:8][CH2:9][CH2:10][CH2:11][CH2:12][CH2:13][CH3:14])[O:15][c:16]1[cH:17][cH:18][c:19]([CH2:22][C:23](=[O:24])[OH:25])[cH:20][cH:21]1.[S:26]([Cl:27])([Cl:28])=[O:29].[cH:30]1[cH:31][cH:32][cH:33][cH:34][cH:35]1>>[CH2:1]([CH2:2][CH2:3][CH2:4][CH2:5][CH2:6][CH2:7][CH2:8][CH2:9][CH2:10][CH2:11][CH2:12][CH2:13][CH3:14])[O:15][c:16]1[cH:17][cH:18][c:19]([CH2:22][C:23](=[O:25])[Cl:28])[cH:20][cH:21]1. Yields the product CCCCCCCCCCCCCCOc1ccc(CC(=O)Cl)cc1. Starting materials: C(C)(C)(C)OC(=O)N1CC(C(=O)O)=C(CC1)C1=CC=CC=C1 (1-(t-butoxycarbonyl)-4-phenyl-1,2,5,6-tetrahydronicotinic acid), [Si](C)(C)(C)C=[N+]=[N-] (TMSCHN2). The solvent is C1CCOC1 (THF), CO (MeOH). Conditions: time 2 hour. Product: C(C)(C)(C)OC(=O)N1CC(=C(CC1)C1=CC=CC=C1)C(=O)OC (N-Tertbutoxycarbonyl-4-phenyl-3-(carbomethoxy)-1, 2, 5, 6-tetrahydropyridine). Reaction SMILES: [C:1]([O:5][C:6]([N:8]1[CH2:16][CH2:15][C:14]([C:17]2[CH:22]=[CH:21][CH:20]=[CH:19][CH:18]=2)=[C:10]([C:11]([OH:13])=[O:12])[CH2:9]1)=[O:7])([CH3:4])([CH3:3])[CH3:2].[Si](C=[N+]=[N-])(C)(C)[CH3:24]>C1COCC1.CO>[C:1]([O:5][C:6]([N:8]1[CH2:16][CH2:15][C:14]([C:17]2[CH:22]=[CH:21][CH:20]=[CH:19][CH:18]=2)=[C:10]([C:11]([O:13][CH3:24])=[O:12])[CH2:9]1)=[O:7])([CH3:4])([CH3:2])[CH3:3]. Procedure: To a solution of 153 mg of 1-(t-butoxycarbonyl)-4-phenyl-1,2,5,6-tetrahydronicotinic acid in 1 mL of THF and 1 mL of MeOH was added 0.6 mL of TMSCHN2 (2M in hexanes). The reaction was stirred at room temperature for 2 h and concentrated under vacuum. The residue was purified by flash chromatography eluting with 20% EtOAc in hexanes to provide 116 mg of the title compound: 1H NMR (300 MHz, CDCl3): δ1.5 (s, 9H), 2.5-2.6 (m, 2H), 3.5 (s, 3H), 3.6 (t, 2H), 4.2-4.3 (m, 2H), 7.1-7.2 (m, 2H), 7.2-7.4 (...